Dataset: the Open Reaction Database (ORD), a public repository of structured organic reaction records. Task: describe an organic reaction: reactants, conditions, products, and yield Reactants: [C-]#N.[K+] (potassium cyanide), COC1=CC=C(C(=O)OCC2C(C2)CBr)C=C1 (2—1-(p-methoxybenzoyloxy)methyl 1-bromomethyl cyclopropane), C([O-])(O)=O.[Na+] (sodium bicarbonate). Run in O (water), C(C)O (ethanol). Run at temperature 35 celsius, time 2 day. The product is COC1=CC=C(C(=O)OCC2(CC2)CC#N)C=C1 (1-(p-methoxybenzoyloxymethyl)cyclopropane-1-acetonitrile). Reaction SMILES: [CH3:1][O:2][C:3]1[CH:17]=[CH:16][C:6]([C:7]([O:9][CH2:10][CH:11]2[CH2:13][CH:12]2CBr)=[O:8])=[CH:5][CH:4]=1.[C-:18]#[N:19].[K+].[C:21](=O)(O)[O-].[Na+]>C(O)C.O>[CH3:1][O:2][C:3]1[CH:4]=[CH:5][C:6]([C:7]([O:9][CH2:10][C:11]2([CH2:21][C:18]#[N:19])[CH2:12][CH2:13]2)=[O:8])=[CH:16][CH:17]=1 |f:1.2,3.4|. Procedure: 261 mg of compound 10a was dissolved in 5 ml ethanol. A solution of 98 mg potassium cyanide in 5 ml water was added and the mixture was stirred at 35° C. for two days. 10 ml of a saturated aqueous sodium bicarbonate was added. The mixture was extracted twice with ethyl acetate. The combined extracts were dried with sodium sulfate and evaporated to give a yellow liquid. Purification with column chromatography (heptane/ethyl acetate 3/1) gave the title compound (38 mg) confirmed by NMR and LC/MS Reactants: COC(CCC1=NC(=CC=C1OCCC(CCC=C(C)C)C)C#CC1C(C=C(C=C1)OC)=C=O)=O (3-{6-[2-(4-methoxy-carbonylphenyl)-ethinyl]-3-[(3RS)-3,7-dimethyl-6-octenyloxy]-2-pyridyl}-propionic acid methyl ester), CO (methanol), 2n, [OH-].[Na+] (sodium hydroxide). The product is C(=O)(O)C1=CC=C(C=C1)C#CC1=CC=C(C(=N1)CCC(=O)O)OCCC(CCC=C(C)C)C (3-{6-[2-(4-Carboxyphenyl)-ethinyl]-3-[(3RS)-3,7-dimethyl-6-octenyloxy]-2-pyridyl}-propionic acid). RXN SMILES: C[O:2][C:3](=[O:35])[CH2:4][CH2:5][C:6]1[C:11]([O:12][CH2:13][CH2:14][CH:15]([CH3:22])[CH2:16][CH2:17][CH:18]=[C:19]([CH3:21])[CH3:20])=[CH:10][CH:9]=[C:8]([C:23]#[C:24][CH:25]2[CH:30]=[CH:29][C:28](OC)=[CH:27][C:26]2=C=O)[N:7]=1.[OH-:36].[Na+].[CH3:38][OH:39]>>[C:38]([C:28]1[CH:29]=[CH:30][C:25]([C:24]#[C:23][C:8]2[N:7]=[C:6]([CH2:5][CH2:4][C:3]([OH:2])=[O:35])[C:11]([O:12][CH2:13][CH2:14][CH:15]([CH3:22])[CH2:16][CH2:17][CH:18]=[C:19]([CH3:20])[CH3:21])=[CH:10][CH:9]=2)=[CH:26][CH:27]=1)([OH:39])=[O:36] |f:1.2|. Procedure: Under the conditions of example 3 C, 500 mg of 3-{6-[2-(4-methoxy-carbonylphenyl)-ethinyl]-3-[(3RS)-3,7-dimethyl-6-octenyloxy]-2-pyridyl}-propionic acid methyl ester in 10 ml of methanol is saponified with 7.2 ml of 2n sodium hydroxide solution and worked up. 437 mg of the title compound of melting point 154°-156° C. is obtained. Reactants: S(=O)(Cl)Cl (thionyl chloride), C(#N)C1=CC=C(C=CC(=O)O)C=C1 (p-cyanocinnamic acid). Reaction conditions: temperature 80 celsius, time 3 hour. The product is C(#N)C1=CC=C(C=CC(=O)Cl)C=C1 (p-cyanocinnamic acid chloride). As a reaction SMILES: S(Cl)([Cl:3])=O.[C:5]([C:7]1[CH:17]=[CH:16][C:10]([CH:11]=[CH:12][C:13](O)=[O:14])=[CH:9][CH:8]=1)#[N:6]>>[C:5]([C:7]1[CH:17]=[CH:16][C:10]([CH:11]=[CH:12][C:13]([Cl:3])=[O:14])=[CH:9][CH:8]=1)#[N:6]. Procedure details: 0.2mol of p-cyanobenzaldehyde and 0.3mol of malonic acid were dissolved in 80ml of pyridine at room temperature, and 30 drops of piperidine were added thereto. The mixture was heated and stirred for 4 hours at about 100° C. After the reaction, the solution was poured slowly into dilute hydrochloric acid (250ml hydrochloric acid/250g water). Then, the resulting white precipitate was separated by filtering and washed with dilute hydrochloric acid and water, and was recrystallized by use of glacial... Reactants: C1(CCCCC1)COC=1C(=NC=CC1)N (3-(cyclohexylmethoxy)pyridin-2-amine), BrN1C(CCC1=O)=O (N-bromosuccinimide), O (water), C(C)(=O)OCC (ethyl acetate). Solvent: C(C)(=O)O (acetic acid). Reaction conditions: time 30 minute. The product is BrC=1C=C(C(=NC1)N)OCC1CCCCC1 (5-bromo-3-(cyclohexylmethoxy)pyridin-2-amine). The yield is 81.4%. Reaction SMILES: [CH:1]1([CH2:7][O:8][C:9]2[C:10]([NH2:15])=[N:11][CH:12]=[CH:13][CH:14]=2)[CH2:6][CH2:5][CH2:4][CH2:3][CH2:2]1.[Br:16]N1C(=O)CCC1=O.O.C(OCC)(=O)C>C(O)(=O)C>[Br:16][C:13]1[CH:14]=[C:9]([O:8][CH2:7][CH:1]2[CH2:2][CH2:3][CH2:4][CH2:5][CH2:6]2)[C:10]([NH2:15])=[N:11][CH:12]=1. Procedure: To a solution of 2 g of 3-(cyclohexylmethoxy)pyridin-2-amine in 10 ml of acetic acid was added 1.90 g of N-bromosuccinimide over 30 minutes under ice-cooling, followed by stirring for 30 minutes under ice-cooling. To the reaction mixture were added water and ethyl acetate to carry out a layer separation operation. The organic layer was washed with water and saturated brine, and dried over anhydrous sodium sulfate, and the solvent was evaporated under reduced pressure. The obtained residue was pu...